This data is from the Open Reaction Database (ORD), a public repository of structured organic reaction records. The task is: describe an organic reaction: reactants, conditions, products, and yield Starting materials: ON (HONH2), C(C)OC(CCCCCCN(C1=NC=CC=C1)C1=NC=C(C=C1)C1=CC=C(C=C1)F)=O (7-{[5-(4-Fluoro-phenyl)-pyridin-2-yl]-pyridin-2-yl-amino}-heptanoic acid ethyl ester). Solvent: CN(C)C=O (DMF), CO (MeOH). Conditions: time 72 hour. Product: FC1=CC=C(C=C1)C=1C=CC(=NC1)N(CCCCCCC(=O)NO)C1=NC=CC=C1 (7-((5-(4-Fluorophenyl)pyridin-2-yl)(pyridin-2-yl)amino)-N-hydroxyheptanamide). Isolated yield 70.0%. As a reaction SMILES: [OH:1][NH2:2].C([O:5][C:6](=O)[CH2:7][CH2:8][CH2:9][CH2:10][CH2:11][CH2:12][N:13]([C:20]1[CH:25]=[CH:24][C:23]([C:26]2[CH:31]=[CH:30][C:29]([F:32])=[CH:28][CH:27]=2)=[CH:22][N:21]=1)[C:14]1[CH:19]=[CH:18][CH:17]=[CH:16][N:15]=1)C>CN(C=O)C.CO>[F:32][C:29]1[CH:28]=[CH:27][C:26]([C:23]2[CH:24]=[CH:25][C:20]([N:13]([C:14]3[CH:19]=[CH:18][CH:17]=[CH:16][N:15]=3)[CH2:12][CH2:11][CH2:10][CH2:9][CH2:8][CH2:7][C:6]([NH:2][OH:1])=[O:5])=[N:21][CH:22]=2)=[CH:31][CH:30]=1. Procedure: HONH2 (50% aqueous, 0.5 mL) was added to II (2.5 mg, 0.006 mmol) in DMF (0.2 mL) and MeOH (0.5 mL) at rt. The reaction mixture was stirred for 72 h, after which the solvents were evaporated under reduced pressure. The resulting residue was dissolved and co-evaporated with toluene (2×2 mL) then was purified by silica gel column chromatography eluting with CH2Cl2/MeOH (100:6) to furnish III as a colourless oil (1.63 mg, 70%).